Dataset: the Open Reaction Database (ORD), a public repository of structured organic reaction records. Task: describe an organic reaction: reactants, conditions, products, and yield Starting materials: C(C)(=O)OCCC1=C(C=CC=C1)S(=O)(=O)N=C=O (2-[2-(acetyloxy)ethyl]benzenesulfonyl isocyanate), NC1=NC(=CC(=N1)OC)OC (2-amino-4,6-dimethoxypyrimidine). Solvent: C(C)#N (acetonitrile). Conditions: temperature 50 celsius, time 2 day. Product: C(C)(=O)OCCC1=C(C=CC=C1)S(=O)(=O)NC(=O)NC1=NC(=CC(=N1)OC)OC (2-[2-(acetyloxy)ethyl]-N-[(4,6-dimethoxypyrimidin-2-yl)aminocarbonyl]benzenesulfonamide). The yield is 54.8%. As a reaction SMILES: [C:1]([O:4][CH2:5][CH2:6][C:7]1[CH:12]=[CH:11][CH:10]=[CH:9][C:8]=1[S:13]([N:16]=[C:17]=[O:18])(=[O:15])=[O:14])(=[O:3])[CH3:2].[NH2:19][C:20]1[N:25]=[C:24]([O:26][CH3:27])[CH:23]=[C:22]([O:28][CH3:29])[N:21]=1>C(#N)C>[C:1]([O:4][CH2:5][CH2:6][C:7]1[CH:12]=[CH:11][CH:10]=[CH:9][C:8]=1[S:13]([NH:16][C:17]([NH:19][C:20]1[N:21]=[C:22]([O:28][CH3:29])[CH:23]=[C:24]([O:26][CH3:27])[N:25]=1)=[O:18])(=[O:15])=[O:14])(=[O:3])[CH3:2]. Procedure details: To a stirred solution of 2.3 g of the sulfonyl isocyanate from Example 7 in 25 ml dry acetonitrile was added 1.2 g of 2-amino-4,6-dimethoxypyrimidine. The reaction mixture was warmed to 50° C. for 11/4 hour and then stirred at room temperature for 2 days. Filtration of the insoluble solids and washing with 1-chlorobutane followed by drying afforded 1.8 g of 2-[2-(acetyloxy)ethyl]-N-[(4,6-dimethoxypyrimidin-2-yl)aminocarbonyl]benzenesulfonamide as a light yellow solid, m.p. 160°-162° C.